describe an organic reaction: reactants, conditions, products, and yield From a dataset of the Open Reaction Database (ORD), a public repository of structured organic reaction records. Reactants: COc1ccc(CCN)cc1OC, O=CO, O=CCC(c1ccccc1)c1ccccc1. Product: COc1cc2c(cc1OC)C(CC(c1ccccc1)c1ccccc1)NCC2. RXN SMILES: [CH3:17][O:18][c:19]1[cH:20][c:21]([CH2:27][CH2:28][NH2:29])[cH:22][cH:23][c:24]1[O:25][CH3:26].[CH:30]([OH:31])=[O:32].[c:1]1([CH:7]([CH2:8][CH:9]=[O:10])[c:11]2[cH:12][cH:13][cH:14][cH:15][cH:16]2)[cH:2][cH:3][cH:4][cH:5][cH:6]1>>[c:1]1([CH:7]([CH2:8][CH:9]2[c:22]3[c:21]([cH:20][c:19]([O:18][CH3:17])[c:24]([O:25][CH3:26])[cH:23]3)[CH2:27][CH2:28][NH:29]2)[c:11]2[cH:12][cH:13][cH:14][cH:15][cH:16]2)[cH:2][cH:3][cH:4][cH:5][cH:6]1. Reactants: C1(CC1)C=1C=CC(=NC1OCC1CC1)C(=O)O (5-cyclopropyl-6-cyclopropylmethyloxy-pyridine-2-carboxylic acid), N[C@H](C(=O)N)C1=CC=C(C=C1)Cl ((αS)-α-amino-4-chloro-benzeneacetamide). Yields the product C(N)(=O)[C@H](C1=CC=C(C=C1)Cl)NC(=O)C1=NC(=C(C=C1)C1CC1)OCC1CC1 (5-Cyclopropyl-6-cyclopropylmethoxy-pyridine-2-carboxylic acid [(S)-carbamoyl-(4-chloro-phenyl)-methyl]-amide). Reaction SMILES: [CH:1]1([C:4]2[CH:5]=[CH:6][C:7]([C:15]([OH:17])=O)=[N:8][C:9]=2[O:10][CH2:11][CH:12]2[CH2:14][CH2:13]2)[CH2:3][CH2:2]1.[NH2:18][C@@H:19]([C:23]1[CH:28]=[CH:27][C:26]([Cl:29])=[CH:25][CH:24]=1)[C:20]([NH2:22])=[O:21]>>[C:20]([C@@H:19]([NH:18][C:15]([C:7]1[CH:6]=[CH:5][C:4]([CH:1]2[CH2:2][CH2:3]2)=[C:9]([O:10][CH2:11][CH:12]2[CH2:13][CH2:14]2)[N:8]=1)=[O:17])[C:23]1[CH:28]=[CH:27][C:26]([Cl:29])=[CH:25][CH:24]=1)(=[O:21])[NH2:22]. Reported procedure: The title compound was synthesized in analogy to Example 1, using 5-cyclopropyl-6-cyclopropylmethyloxy-pyridine-2-carboxylic acid (Example 42a) and (αS)-α-amino-4-chloro-benzeneacetamide (CAN 488836-04-0) as starting materials; LC-MS (UV peak area/ESI) 95%, 400.1434 (M+H)+. Starting materials: C1(=CC=CC=C1)S[C@H]1[C@@H](C(N1)=O)NC(C1=CC=CC=C1)(C1=CC=CC=C1)C1=CC=CC=C1 ((3R,4S)-4-phenylthio-3-tritylamino-2-oxoazetidine), O.C1(=CC=C(C=C1)S(=O)(=O)O)C (p-toluenesulfonic acid monohydrate). Solvent: CC(=O)C (acetone). Product: N[C@@H]1C(N[C@H]1SC1=CC=CC=C1)=O ((3R,4S)-3-amino-4-phenylthio-2-oxoazetidine). Reaction SMILES: [C:1]1([S:7][C@@H:8]2[NH:11][C:10](=[O:12])[C@H:9]2[NH:13]C(C2C=CC=CC=2)(C2C=CC=CC=2)C2C=CC=CC=2)[CH:6]=[CH:5][CH:4]=[CH:3][CH:2]=1.O.C1(C)C=CC(S(O)(=O)=O)=CC=1>CC(C)=O>[NH2:13][C@H:9]1[C@H:8]([S:7][C:1]2[CH:6]=[CH:5][CH:4]=[CH:3][CH:2]=2)[NH:11][C:10]1=[O:12] |f:1.2|. Procedure details: To a solution of 2.65 g of (3R,4S)-4-phenylthio-3-tritylamino-2-oxoazetidine in 20 ml of acetone is added under ice-cooling 1.27 g of p-toluenesulfonic acid monohydrate, followed by similar procedure to Reference Example 45B to give 1.9 g of tosyl salt of (3R,4S)-3-amino-4-phenylthio-2-oxoazetidine. Starting materials: 3a, 9, O=C[C@H](O)[C@@H](O)[C@@H](O)[C@H](O)CO.C1CC2=NC1=CC3=CC=C(N3)C=C4C=CC(=N4)C=C5C=CC(=C2)N5 (Galactose Chlorin), C1=CC=CCC1 (1,3-cyclohexadiene). Run in ClCCl (dichloromethane), C[O-].[Na+] (NaOMe), CO (MeOH). Run at time 1 hour. The product is title compound, C1CC2=NC1=CC3=CC=C(N3)C=C4C=CC(=N4)C=C5C=CC(=C2)N5 (chlorin). The yield is 44.0%. As a reaction SMILES: O=C[C@@H]([C@H]([C@H]([C@@H](CO)O)O)O)O.[CH2:13]1[C:17]2=[CH:18][C:19]3[NH:23][C:22]([CH:24]=[C:25]4[N:29]=[C:28]([CH:30]=[C:31]5[NH:36][C:34](=[CH:35][C:15](=[N:16]2)[CH2:14]1)[CH:33]=[CH:32]5)[CH:27]=[CH:26]4)=[CH:21][CH:20]=3.C1CCC=CC=1>ClCCl.C[O-].[Na+].CO>[CH2:21]1[C:22]2=[CH:24][C:25]3[NH:29][C:28]([CH:30]=[C:31]4[N:36]=[C:34]([CH:35]=[C:15]5[NH:16][C:17](=[CH:18][C:19](=[N:23]2)[CH2:20]1)[CH:13]=[CH:14]5)[CH:33]=[CH:32]4)=[CH:27][CH:26]=3 |f:0.1,4.5|. Reported procedure: Galactose-Chlorin conjugate joined with 1,3-cyclohexadiene linkage (10, 3a): To a solution of 40 mg (0.035 mmol) of 9 in 20 ml of dichloromethane, 250 μl of 1M NaOMe in MeOH was added, the reaction mixture was stirred under argon for 1 h. After the standard work-up, the residue was separated by silica plate chromatography, eluting with 8% MeOH/CH2CL2 and the title compound was obtained in 44% yield (15 mg) along with 7 mg (0.009 mmol) of 11 in 25% yield. MS (FAB) found: m/z 980.9 (100, M++1); 1H... Starting materials: COC1=CC=C(CC2=CC=C(C(=O)O)C=C2)C=C1 (4-(4-methoxybenzyl)benzoic acid), B (boron hydride), Cl (hydrochloric acid). Run in O1CCCC1 (tetrahydrofuran), O1CCCC1 (tetrahydrofuran). Conditions: time 20 minute. The product is COC1=CC=C(CC2=CC=C(CO)C=C2)C=C1 (4-(4-Methoxybenzyl)benzyl alcohol). As a reaction SMILES: B.[CH3:2][O:3][C:4]1[CH:19]=[CH:18][C:7]([CH2:8][C:9]2[CH:17]=[CH:16][C:12]([C:13](O)=[O:14])=[CH:11][CH:10]=2)=[CH:6][CH:5]=1.Cl>O1CCCC1>[CH3:2][O:3][C:4]1[CH:19]=[CH:18][C:7]([CH2:8][C:9]2[CH:17]=[CH:16][C:12]([CH2:13][OH:14])=[CH:11][CH:10]=2)=[CH:6][CH:5]=1. Procedure: A solution of 110 ml. (0.11 m) of 1M boron hydride (BH3) in tetrahydrofuran was slowly added to a solution of 24.2 g. (0.10 m) of 4-(4-methoxybenzyl)benzoic acid in 110 ml. of tetrahydrofuran at 0° C. The addition was complete in 20 minutes and the reaction mixture was stirred at room temperature for one hour. The reaction mixture was carefully acidified with hydrochloric acid and the solvent removed. The residue was partitioned between water and ether, and the ether layer was washed with aqueou...